This data is from the Open Reaction Database (ORD), a public repository of structured organic reaction records. The task is: describe an organic reaction: reactants, conditions, products, and yield The reactants are ClCCN1CCOCC1, Cc1ccc(NC(=O)c2ccc3ncccc3c2)cc1NC(=O)c1cccc(O)c1. Yields the product Cc1ccc(NC(=O)c2ccc3ncccc3c2)cc1NC(=O)c1cccc(OCCN2CCOCC2)c1. As a reaction SMILES: [O:31]1[CH2:32][CH2:33][N:34]([CH2:37][CH2:38][Cl:39])[CH2:35][CH2:36]1.[OH:1][c:2]1[cH:3][c:4]([C:5](=[O:6])[NH:7][c:8]2[cH:9][c:10]([NH:15][C:16](=[O:17])[c:18]3[cH:19][c:20]4[cH:21][cH:22][cH:23][n:24][c:25]4[cH:26][cH:27]3)[cH:11][cH:12][c:13]2[CH3:14])[cH:28][cH:29][cH:30]1>>[O:1]([c:2]1[cH:3][c:4]([C:5](=[O:6])[NH:7][c:8]2[cH:9][c:10]([NH:15][C:16](=[O:17])[c:18]3[cH:19][c:20]4[cH:21][cH:22][cH:23][n:24][c:25]4[cH:26][cH:27]3)[cH:11][cH:12][c:13]2[CH3:14])[cH:28][cH:29][cH:30]1)[CH2:38][CH2:37][N:34]1[CH2:33][CH2:32][O:31][CH2:36][CH2:35]1. Reactants: ClC1=C(C=NC2=CC=CC=C12)C(=O)OCC (ethyl 4-chloro-quinoline-3-carboxylate), ClC1=CC=C(C=C1)NN (p-chlorophenylhydrazine), C=1(C(=CC=CC1)C)C (xylene), [OH-].[Na+] (sodium hydroxide). Run in O (water). Reaction conditions: time 1 hour. Yields the product ClC1=CC=C(C=C1)N1N=C2C(=CNC=3C=CC=CC23)C1=O (2-(p-chlorophenyl)-pyrazolo[4,3-c]quinolin-3(5H)-one). Reaction SMILES: Cl[C:2]1[C:11]2[C:6](=[CH:7][CH:8]=[CH:9][CH:10]=2)[N:5]=[CH:4][C:3]=1[C:12]([O:14]CC)=O.[Cl:17][C:18]1[CH:23]=[CH:22][C:21]([NH:24][NH2:25])=[CH:20][CH:19]=1.C1(C)C(C)=CC=CC=1.[OH-].[Na+]>O>[Cl:17][C:18]1[CH:23]=[CH:22][C:21]([N:24]2[C:12](=[O:14])[C:3]3=[CH:4][NH:5][C:6]4[CH:7]=[CH:8][CH:9]=[CH:10][C:11]=4[C:2]3=[N:25]2)=[CH:20][CH:19]=1 |f:3.4|. Procedure details: The mixture of 1,681 g of ethyl 4-chloro-quinoline-3-carboxylate, 1,017 g of p-chlorophenylhydrazine and 25 L of xylene is heated to 105° for 24 hours while stirring under nitrogen. The resulting suspension is cooled to 20°, combined with 14 L of 2 N aqueous sodium hydroxide, stirred for 15 minutes and diluted with 30 L of water. Stirring is continued for 1 hour, the aqueous phase separated, washed five times with 8 L of diethyl ether each, filtered and the filtrate treated with the solution of ... The reactants are [Si](C)(C)(C(C)(C)C)O[C@@H]1C=C2C=C[C@@H]([C@@H]([C@H]2[C@H](C1)O)CC[C@@H]1C[C@H](CC(O1)=O)O[Si](C)(C)C(C)(C)C)C ((4R,6R)-6-{2-[(1S,2S,6S,8S,8aR)-1,2,6,7,8,8a-Hexahydro-6-t-butyldimethylsilyloxy-8-hydroxy-2-methyl-1-naphthyl]ethyl}tetrahydro-4-t-butyldimethylsilyloxy-2H-pyran-2-one), C(C=C)C(C(=O)Cl)(CC=C)CC (2-allyl-2-ethyl-4-pentenoyl chloride). The product is [Si](C)(C)(C(C)(C)C)O[C@@H]1C=C2C=C[C@@H]([C@@H]([C@H]2[C@H](C1)OC(C(CC=C)(CC)CC=C)=O)CC[C@@H]1C[C@H](CC(O1)=O)O[Si](C)(C)C(C)(C)C)C ((4R,6R)-6-{2-[(1S,2S,6S,8S,8aR)-1,2,6,7,8,8a-Hexahydro-6-t-butyldimethylsilyloxy-8-(2-allyl-2-ethyl-4-pentenoyloxy)-2-methyl-1-naphthyl]ethyl}tetrahydro-4-t-butyldimethylsilyloxy-2H-pyran-2-one). Isolated yield 77.5%. RXN SMILES: [Si:1]([O:8][C@H:9]1[CH2:18][C@H:17]([OH:19])[C@H:16]2[C:11]([CH:12]=[CH:13][C@H:14]([CH3:37])[C@@H:15]2[CH2:20][CH2:21][C@H:22]2[O:27][C:26](=[O:28])[CH2:25][C@H:24]([O:29][Si:30]([C:33]([CH3:36])([CH3:35])[CH3:34])([CH3:32])[CH3:31])[CH2:23]2)=[CH:10]1)([C:4]([CH3:7])([CH3:6])[CH3:5])([CH3:3])[CH3:2].[CH2:38]([C:41]([CH2:48][CH3:49])([CH2:45][CH:46]=[CH2:47])[C:42](Cl)=[O:43])[CH:39]=[CH2:40]>>[Si:1]([O:8][C@H:9]1[CH2:18][C@H:17]([O:19][C:42](=[O:43])[C:41]([CH2:45][CH:46]=[CH2:47])([CH2:48][CH3:49])[CH2:38][CH:39]=[CH2:40])[C@H:16]2[C:11]([CH:12]=[CH:13][C@H:14]([CH3:37])[C@@H:15]2[CH2:20][CH2:21][C@H:22]2[O:27][C:26](=[O:28])[CH2:25][C@H:24]([O:29][Si:30]([C:33]([CH3:36])([CH3:35])[CH3:34])([CH3:31])[CH3:32])[CH2:23]2)=[CH:10]1)([C:4]([CH3:5])([CH3:6])[CH3:7])([CH3:3])[CH3:2]. Reported procedure: A procedure similar to that described in Example 6, above, was followed, but using 1.65 g (3.0 mmol) of (4R,6R)-6-{2-[(1S,2S,6S,8S,8aR)-1,2,6,7,8,8a-hexahydro-6-t-butyldimethylsilyloxy-8-hydroxy-2-methyl-1-naphthyl]ethyl}tetrahydro-4-t-butyldimethylsilyloxy-2H-pyran-2-one [prepared as described in Example B, above] and 2.80 g (15.0 mmol) of 2-allyl-2-ethyl-4-pentenoyl chloride, to provide 1.63 g of the title compound. The reactants are CC(C)(C)O, ClCCl, O=C(O)c1ccccc1, c1ccc(P(c2ccccc2)c2ccccc2)cc1. Yields the product CC(C)(C)OC(=O)c1ccccc1. RXN SMILES: [C:1]([CH3:2])([CH3:3])([CH3:4])[OH:5].[CH2:34]([Cl:35])[Cl:36].[OH:6][C:7](=[O:8])[c:9]1[cH:10][cH:11][cH:12][cH:13][cH:14]1.[c:15]1([P:16]([c:17]2[cH:18][cH:19][cH:20][cH:21][cH:22]2)[c:23]2[cH:24][cH:25][cH:26][cH:27][cH:28]2)[cH:29][cH:30][cH:31][cH:32][cH:33]1>>[C:1]([CH3:2])([CH3:3])([CH3:4])[O:5][C:7](=[O:6])[c:9]1[cH:10][cH:11][cH:12][cH:13][cH:14]1. Starting materials: ClC1=C(C=CC=C1)CS ((2-chlorophenyl)methanethiol), ClC1=NC(N2C(N(CCC2)C)=C1)=O (8-chloro-1-methyl-3,4-dihydro-1H-pyrimido[1,6-a]pyrimidin-6(2H)-one). Product: ClC1=C(CSC2=NC(N3C(N(CCC3)C)=C2)=O)C=CC=C1 (8-((2-chlorobenzyl)thio)-1-methyl-3,4-dihydro-1H-pyrimido[1,6-a]pyrimidin-6(2H)-one). As a reaction SMILES: [Cl:1][C:2]1[CH:7]=[CH:6][CH:5]=[CH:4][C:3]=1[CH2:8][SH:9].Cl[C:11]1[CH:21]=[C:15]2[N:16]([CH3:20])[CH2:17][CH2:18][CH2:19][N:14]2[C:13](=[O:22])[N:12]=1>>[Cl:1][C:2]1[CH:7]=[CH:6][CH:5]=[CH:4][C:3]=1[CH2:8][S:9][C:11]1[CH:21]=[C:15]2[N:16]([CH3:20])[CH2:17][CH2:18][CH2:19][N:14]2[C:13](=[O:22])[N:12]=1. Reported procedure: The title compound or it salt was prepared by a procedure similar to that described for E62 starting from (2-chlorophenyl)methanethiol and 8-chloro-1-methyl-3,4-dihydro-1H-pyrimido[1,6-a]pyrimidin-6(2H)-one. Starting materials: ClC1=CC=C(COC[C@H]2CCC[C@@H](O2)OC(CBr)C2=C(C=C(C=C2)Cl)Cl)C=C1 (trans-6-(4-chlorobenzyloxymethyl)-2-[2-bromo-1-(2,4-dichlorophenyl)ethoxy]tetrahydropyran), N1C=NC=C1 (imidazole), [I-].[Na+] (sodium iodide). Solvent: CN(C=O)C (dimethylformamide). Reaction conditions: time 6 hour. Yields the product ClC1=CC=C(COC[C@H]2CCC[C@@H](O2)OC(CN2C=NC=C2)C2=C(C=C(C=C2)Cl)Cl)C=C1 (1-{Trans-β-[6-(4-chlorobenzyloxymethyl)tetrahydropyran-2-yloxy]-2,4-dichlorophenethyl}imidazole). Yield: 56.0%. As a reaction SMILES: [Cl:1][C:2]1[CH:28]=[CH:27][C:5]([CH2:6][O:7][CH2:8][C@@H:9]2[O:14][C@@H:13]([O:15][CH:16]([C:19]3[CH:24]=[CH:23][C:22]([Cl:25])=[CH:21][C:20]=3[Cl:26])[CH2:17]Br)[CH2:12][CH2:11][CH2:10]2)=[CH:4][CH:3]=1.[NH:29]1[CH:33]=[CH:32][N:31]=[CH:30]1.[I-].[Na+]>CN(C)C=O>[Cl:1][C:2]1[CH:28]=[CH:27][C:5]([CH2:6][O:7][CH2:8][C@@H:9]2[O:14][C@@H:13]([O:15][CH:16]([C:19]3[CH:24]=[CH:23][C:22]([Cl:25])=[CH:21][C:20]=3[Cl:26])[CH2:17][N:29]3[CH:33]=[CH:32][N:31]=[CH:30]3)[CH2:12][CH2:11][CH2:10]2)=[CH:4][CH:3]=1 |f:2.3|. Procedure details: A solution of 121 mg of trans-6-(4-chlorobenzyloxymethyl)-2-[2-bromo-1-(2,4-dichlorophenyl)ethoxy]tetrahydropyran, 73 mg of imidazole and 81 mg of sodium iodide in 3 ml of dimethylformamide was heated, with stirring, at 130°-140° C. for 6 hours, after which the mixture was treated and the product purified essentially as described in Example 34(b)(i), to give 66 mg of the title compound, in the form of a colourless oil. The reactants are Cl (HCl), O1CCC2=C1C=CC(=C2)C(C)=NO (1-(2,3-dihydro-1-benzofuran-5-yl)ethanone oxime), CC(=O)OC(=O)C (Ac2O), CC(=O)O (HOAc), ice water. Run at time 24 hour. The product is O1CCC2=C1C=CC(=C2)NC(C)=O (N-(2,3-Dihydro-1-benzofuran-5-yl)acetamide). The yield is 51.8%. RXN SMILES: Cl.O1C2C=C[C:9]([C:11](=[N:13]O)[CH3:12])=[CH:10]C=2CC1.[CH3:15][C:16]([O:18][C:19]([CH3:21])=O)=O.[CH3:22][C:23](O)=[O:24]>>[O:18]1[C:19]2[CH:21]=[CH:12][C:11]([NH:13][C:23](=[O:24])[CH3:22])=[CH:9][C:10]=2[CH2:15][CH2:16]1. Procedure details: NH2OH.HCl (7.3 g, 105 mmol) was added to a stirred solution of ketone 191 (14.2 g, 87.7 mmol) and pyridine (9.2 mL, 114 mmol) in MeOH (100 mL) and the mixture stirred at 20° C. for 16 h. The solvent was evaporated and the residue partitioned between brine and EtOAc. The organic fraction was dried and the solvent evaporated to give crude 1-(2,3-dihydro-1-benzofuran-5-yl)ethanone oxime (15.3 g, 99%). HCl gas was bubbled through a solution of the oxime (15.3 g, 86.5 mmol) in Ac2O (16.3 mL, 173 mmol...